This data is from the Open Reaction Database (ORD), a public repository of structured organic reaction records. The task is: describe an organic reaction: reactants, conditions, products, and yield Starting materials: [BH3-]C#N, C1CCNCC1, CO, CC(=O)O, [Na+], [Na+], [OH-], O, O=C1CC(c2c[nH]c3ccccc23)c2ccccc21. The product is c1ccc2c(c1)C(c1c[nH]c3ccccc13)CC2N1CCCCC1. As a reaction SMILES: [C:1]([BH3-:2])#[N:3].[CH2:24]1[CH2:25][CH2:26][NH:27][CH2:28][CH2:29]1.[CH3:32][OH:33].[CH3:34][C:35](=[O:36])[OH:37].[Na+:31].[Na+:4].[OH-:30].[OH2:38].[nH:5]1[cH:6][c:7]([CH:14]2[CH2:15][C:16](=[O:23])[c:17]3[cH:18][cH:19][cH:20][cH:21][c:22]32)[c:8]2[cH:9][cH:10][cH:11][cH:12][c:13]12>>[nH:5]1[cH:6][c:7]([CH:14]2[CH2:15][CH:16]([N:27]3[CH2:26][CH2:25][CH2:24][CH2:29][CH2:28]3)[c:17]3[cH:18][cH:19][cH:20][cH:21][c:22]32)[c:8]2[cH:9][cH:10][cH:11][cH:12][c:13]12. Reactants: C(C)(=O)OCC (ethyl acetate), NC=1SC=C(N1)CC(=O)NC1[C@@H]2N(C(=C(CS2)C=C)C(=O)[O-])C1=O.[Na+] (sodium 7-[2-(2-aminothiazol-4-yl)acetamido]-3-vinyl-3-cephem-4-carboxylate), C(CCCCC)(=O)OCI (iodomethyl hexanoate), [I-].[Na+] (sodium iodide). Run in O (water), CN(C=O)C (N,N-dimethylformamide). Run at time 1.5 hour. The product is NC=1SC=C(N1)CC(=O)NC1[C@@H]2N(C(=C(CS2)C=C)C(=O)OCOC(CCCCC)=O)C1=O (hexanoyloxymethyl 7-[2-(2-aminothiazol-4-yl)acetamido]-3-vinyl-3-cephem-4-carboxylate). Yield: 58.9%. As a reaction SMILES: [NH2:1][C:2]1[S:3][CH:4]=[C:5]([CH2:7][C:8]([NH:10][CH:11]2[C:23](=[O:24])[N:13]3[C:14]([C:20]([O-:22])=[O:21])=[C:15]([CH:18]=[CH2:19])[CH2:16][S:17][C@H:12]23)=[O:9])[N:6]=1.[Na+].[C:26]([O:33][CH2:34]I)(=[O:32])[CH2:27][CH2:28][CH2:29][CH2:30][CH3:31].[I-].[Na+].C(OCC)(=O)C>CN(C)C=O.O>[NH2:1][C:2]1[S:3][CH:4]=[C:5]([CH2:7][C:8]([NH:10][CH:11]2[C:23](=[O:24])[N:13]3[C:14]([C:20]([O:22][CH2:34][O:33][C:26](=[O:32])[CH2:27][CH2:28][CH2:29][CH2:30][CH3:31])=[O:21])=[C:15]([CH:18]=[CH2:19])[CH2:16][S:17][C@H:12]23)=[O:9])[N:6]=1 |f:0.1,3.4|. Reported procedure: To a solution of sodium 7-[2-(2-aminothiazol-4-yl)acetamido]-3-vinyl-3-cephem-4-carboxylate (2.0 g) in N,N-dimethylformamide (20 ml) were added iodomethyl hexanoate (3.4 g) and sodium iodide (3.1 g) in a stream of nitrogen, and the mixture was stirred at ambient temperature for 1.5 hours. After the reaction mixture was poured into a mixture of ethyl acetate (200 ml) and water (200 ml), the organic layer was separated out, washed with water and a saturated aqueous solution of sodium chloride, and... Starting materials: CCOC(=O)CC(=O)CC, Cc1ccc2[nH]cc(CCO)c2c1, ClCCl. Product: CCOC(=O)CC1(CC)OCCc2c1[nH]c1ccc(C)cc21. RXN SMILES: [C:14]([CH2:15][CH3:16])(=[O:17])[CH2:18][C:19](=[O:20])[O:21][CH2:22][CH3:23].[CH3:1][c:2]1[cH:3][c:4]2[c:5]([CH2:11][CH2:12][OH:13])[cH:6][nH:7][c:8]2[cH:9][cH:10]1.[Cl:24][CH2:25][Cl:26]>>[CH3:1][c:2]1[cH:3][c:4]2[c:5]3[c:6]([nH:7][c:8]2[cH:9][cH:10]1)[C:14]([CH2:15][CH3:16])([CH2:18][C:19](=[O:20])[O:21][CH2:22][CH3:23])[O:13][CH2:12][CH2:11]3. Reactants: FC(C(=O)OCC)(F)F (ethyl trifluoroacetate), C(C)#N (acetonitrile), [Li+].CC(C)[N-]C(C)C (LDA). Run in C1CCOC1 (THF), C1CCOC1 (THF). Reaction conditions: time 45 minute. The product is FC(C(CC#N)=O)(F)F (4,4,4-trifluoro-3-oxobutanenitrile). The yield is 56.7%. Reaction SMILES: [Li+].[CH3:2][CH:3]([N-:5]C(C)C)C.[F:9][C:10]([F:17])([F:16])[C:11]([O:13]CC)=O.C(#N)C>C1COCC1>[F:17][C:10]([F:9])([F:16])[C:11](=[O:13])[CH2:2][C:3]#[N:5] |f:0.1|. Reported procedure: To a cooled (−78° C.) solution of LDA (2M, 15 g, 39 mmol) in anhydrous THF (50 mL) was added drop-wise a solution of ethyl trifluoroacetate (2.5 g, 18 mmol) and acetonitrile (1.4 g, 35 mmol) in 15 ml THF. The reaction was kept at −78° C. for 45 min, warmed up to room temperature over 1 hour period and quenched with ice water. The reaction was concentrated under vacuum, the residue extracted with ethyl ether, the pH brought to 1 with concentrated HCl, extracted with dichloromethane. The aqueous s... The reactants are [BH3-]C#N, Cc1nc(N)sc1C(=O)NCc1ccccc1, CC(C)[O-], CC(C)[O-], CC(C)[O-], CC(C)[O-], O=Cc1ccccc1, [Na+], C1CCOC1, [Ti+4]. Product: Cc1nc(NCc2ccccc2)sc1C(=O)NCc1ccccc1. Reaction SMILES: [C:26]([BH3-:27])#[N:28].[CH2:1]([c:2]1[cH:3][cH:4][cH:5][cH:6][cH:7]1)[NH:8][C:9](=[O:10])[c:11]1[c:12]([CH3:17])[n:13][c:14]([NH2:16])[s:15]1.[CH3:35][CH:36]([CH3:37])[O-:38].[CH3:40][CH:41]([CH3:42])[O-:43].[CH3:44][CH:45]([CH3:46])[O-:47].[CH3:48][CH:49]([CH3:50])[O-:51].[CH:18](=[O:19])[c:20]1[cH:21][cH:22][cH:23][cH:24][cH:25]1.[Na+:29].[O:30]1[CH2:31][CH2:32][CH2:33][CH2:34]1.[Ti+4:39]>>[CH2:1]([c:2]1[cH:3][cH:4][cH:5][cH:6][cH:7]1)[NH:8][C:9](=[O:10])[c:11]1[c:12]([CH3:17])[n:13][c:14]([NH:16][CH2:18][c:20]2[cH:21][cH:22][cH:23][cH:24][cH:25]2)[s:15]1. The reactants are MgO, FC(C(=O)N)(F)F (trifluoroacetamide), PhI(OAc)4, Rh2(OAc)4, CS(=O)C1=CC=C(C=C1)CCC(=O)OC (methyl 3-(4-(methylsulfinyl)phenyl)propanoate). Solvent: C(Cl)Cl (CH2Cl2). Reaction conditions: time 8 hour. Yields the product CS(=O)(=NC(C(F)(F)F)=O)C1=CC=C(C=C1)CCC(=O)OC (Methyl 3-{4-[S-methyl-N-(trifluoroacetyl)sulfonimidoyl]phenyl}-propanoate). The yield is 49.2%. RXN SMILES: [CH3:1][S:2]([C:4]1[CH:9]=[CH:8][C:7]([CH2:10][CH2:11][C:12]([O:14][CH3:15])=[O:13])=[CH:6][CH:5]=1)=[O:3].[F:16][C:17]([F:22])([F:21])[C:18]([NH2:20])=[O:19]>C(Cl)Cl>[CH3:1][S:2]([C:4]1[CH:5]=[CH:6][C:7]([CH2:10][CH2:11][C:12]([O:14][CH3:15])=[O:13])=[CH:8][CH:9]=1)(=[N:20][C:18](=[O:19])[C:17]([F:22])([F:21])[F:16])=[O:3]. Reported procedure: In a 100 mL round bottom flask, methyl 3-(4-(methylsulfinyl)phenyl)propanoate (0.4 g, 1.77 mmol) was added to CH2Cl2 (18 mL). Subsequently the reaction was treated with MgO (0.285 g, 7.08 mmol), trifluoroacetamide (0.400 g, 3.54 mmol), PhI(OAc)4 (0.884 g, 2.66 mmol), and Rh2(OAc)4 (19.55 mg, 0.0443 mmol). The suspension was stirred overnight then filtered through celite. The filtrate was the concentrated. The resulting residue was purified via column chromatography (silica gel, gradient eluant m... Starting materials: ClC1=C(C(=O)C=2C=C(C=CC2C)C=2N=NN(C2)CC(=O)NCC)C=CC(=C1)NC1=C(C=C(C=C1)F)F (2-(4-{3-[2-Chloro-4-(2,4-difluoro-phenylamino)-benzoyl]-4-methyl-phenyl}-[1,2,3]triazol-1-yl)-N-ethyl-acetamide), ClC1=C(C(=O)C=2C=C(C=CC2C)C=2N=NN(C2)CC(=O)O)C=CC(=C1)NC1=C(C=C(C=C1)F)F ((4-{3-[2-Chloro-4-(2,4-difluoro-phenylamino)-benzoyl]-4-methyl-phenyl}-[1,2,3]triazol-1-yl)-acetic acid), N1CCCC1 (pyrolidine). The product is ClC1=C(C(=O)C=2C=C(C=CC2C)C=2N=NN(C2)CC(=O)N2CCCC2)C=CC(=C1)NC1=C(C=C(C=C1)F)F (2-(4-{3-[2-Chloro-4-(2,4-difluoro-phenylamino)-benzoyl]-4-methyl-phenyl}-[1,2,3]triazol-1-yl)-1-pyrrolidin-1-yl-ethanone). RXN SMILES: [Cl:1][C:2]1[CH:27]=[C:26]([NH:28][C:29]2[CH:34]=[CH:33][C:32]([F:35])=[CH:31][C:30]=2[F:36])[CH:25]=[CH:24][C:3]=1[C:4]([C:6]1[CH:7]=[C:8]([C:13]2[N:14]=[N:15][N:16]([CH2:18][C:19]([NH:21][CH2:22][CH3:23])=[O:20])[CH:17]=2)[CH:9]=[CH:10][C:11]=1[CH3:12])=[O:5].Cl[C:38]1C=C(NC2C=CC(F)=CC=2F)C=C[C:39]=1C(C1C=C(C2N=NN(CC(O)=O)C=2)C=CC=1C)=O.N1CCCC1>>[Cl:1][C:2]1[CH:27]=[C:26]([NH:28][C:29]2[CH:34]=[CH:33][C:32]([F:35])=[CH:31][C:30]=2[F:36])[CH:25]=[CH:24][C:3]=1[C:4]([C:6]1[CH:7]=[C:8]([C:13]2[N:14]=[N:15][N:16]([CH2:18][C:19]([N:21]3[CH2:39][CH2:38][CH2:23][CH2:22]3)=[O:20])[CH:17]=2)[CH:9]=[CH:10][C:11]=1[CH3:12])=[O:5]. Procedure: The reaction was carried out similarly as described in the preparation of compound 112, using compound 111 (0.12 mmol) and pyrolidine (0.12 mmol). The crude product was purified by continuous gradient flash chromatography using MeOH/EtOAc 0:100 to 5:95 as the eluent to afford the title compound as almost yellow syrup. Reactants: C(N)(=O)OC[C@H](COC(C)=O)C1=C(C=CC=C1)C(F)(F)F ((S)-3-acetoxy-2-(o-trifluoromethylphenyl)propanol carbamate), C(N)(=O)OC[C@H](COC(C)=O)C1=CC=CC=C1 ((S)-3-acetoxy-2-phenylpropanol carbamate). The product is C(N)(=O)OC[C@H](CO)C1=C(C=CC=C1)C(F)(F)F ((S)-2-(o-Trifluoromethylphenyl)-1,3-propanediol Monocarbamate). The yield is 63.5%. RXN SMILES: [C:1]([O:4][CH2:5][C@@H:6]([C:12]1[CH:17]=[CH:16][CH:15]=[CH:14][C:13]=1[C:18]([F:21])([F:20])[F:19])[CH2:7][O:8]C(=O)C)(=[O:3])[NH2:2].C(OC[C@@H](C1C=CC=CC=1)COC(=O)C)(=O)N>>[C:1]([O:4][CH2:5][C@@H:6]([C:12]1[CH:17]=[CH:16][CH:15]=[CH:14][C:13]=1[C:18]([F:19])([F:21])[F:20])[CH2:7][OH:8])(=[O:3])[NH2:2]. Reported procedure: The title compound was synthesized in a similar manner to that of Example XXII, except that (S)-3-acetoxy-2-(o-trifluoromethylphenyl)propanol carbamate, instead of (S)-3-acetoxy-2-phenylpropanol carbamate, was used as a starting material. Yield 63.5%. Purity 99.4%. The reactants are S(=O)([O-])[O-].[Na+].[Na+] (sodium sulfite), sulfites, C(C(C)=C)Cl (methallyl chloride). Product: C(C(C)=C)S(=O)(=O)[O-].[Na+] (sodium methallylsulfonate), [Cl-].[Na+] (sodium chloride). RXN SMILES: [CH2:1]([Cl:5])[C:2](=[CH2:4])[CH3:3].[S:6]([O-:9])([O-:8])=[O:7].[Na+:10].[Na+]>>[CH2:1]([S:6]([O-:9])(=[O:8])=[O:7])[C:2](=[CH2:4])[CH3:3].[Na+:10].[Cl-:5].[Na+:10] |f:1.2.3,4.5,6.7|. Reported procedure: In the first synthetic route, isobutene is reacted with chlorine to form the intermediate methallyl chloride. This compound reacts with sulfites to give the target products. For example, the reaction of methallyl chloride with sodium sulfite gives sodium methallylsulfonate and sodium chloride. Disadvantages of this synthesis are that the molar yield of target product is only 85% based on isobutene and inorganic chlorides are formed as coproducts and organic chlorine compounds are formed as by-pr... Reactants: COc1ccc([Mg]Br)cc1F, CON(C)C(=O)c1cccc(Cl)c1F. Product: COc1ccc(C(=O)c2cccc(Cl)c2F)cc1F. As a reaction SMILES: [Br:15][Mg:16][c:17]1[cH:18][c:19]([F:25])[c:20]([O:23][CH3:24])[cH:21][cH:22]1.[Cl:1][c:2]1[c:3]([F:14])[c:4]([C:5](=[O:6])[N:7]([O:8][CH3:9])[CH3:10])[cH:11][cH:12][cH:13]1>>[Cl:1][c:2]1[c:3]([F:14])[c:4]([C:5](=[O:6])[c:17]2[cH:18][c:19]([F:25])[c:20]([O:23][CH3:24])[cH:21][cH:22]2)[cH:11][cH:12][cH:13]1.